From a dataset of the Open Reaction Database (ORD), a public repository of structured organic reaction records. describe an organic reaction: reactants, conditions, products, and yield Starting materials: CCN1CCC(C)(C)c2ccc([N+](=O)[O-])cc21, CCOC(C)=O. Product: CCN1CCC(C)(C)c2ccc(N)cc21. As a reaction SMILES: [CH2:1]([CH3:2])[N:3]1[CH2:4][CH2:5][C:6]([CH3:16])([CH3:17])[c:7]2[cH:8][cH:9][c:10]([N+:13]([O-:14])=[O:15])[cH:11][c:12]21.[CH3:18][CH2:19][O:20][C:21]([CH3:22])=[O:23]>>[CH2:1]([CH3:2])[N:3]1[CH2:4][CH2:5][C:6]([CH3:16])([CH3:17])[c:7]2[cH:8][cH:9][c:10]([NH2:13])[cH:11][c:12]21. The reactants are C([O-])([O-])=O.[Cs+].[Cs+] (cesium carbonate), CC1(OB(OC1(C)C)C=1C=C2CNC(C2=CC1)=O)C (5-(4,4,5,5-tetramethyl-1,3,2-dioxaborolan-2-yl)isoindolin-1-one), BrC1=CC=C(C(=C1OCC1=CC=C(C=C1)S(=O)(=O)N)OC)OC(F)F (4-((6-bromo-3-(difluoromethoxy)-2-methoxyphenoxy)methyl)benzenesulfonamide). Reagents/catalysts: [Pd].C1(=CC=CC=C1)P(C1=CC=CC=C1)C1=CC=CC=C1.C1(=CC=CC=C1)P(C1=CC=CC=C1)C1=CC=CC=C1.C1(=CC=CC=C1)P(C1=CC=CC=C1)C1=CC=CC=C1.C1(=CC=CC=C1)P(C1=CC=CC=C1)C1=CC=CC=C1 (tetrakis(triphenylphosphine) palladium(0)). Solvent: CN(C=O)C (dimethylformamide). Run at temperature 85 celsius. Product: FC(OC=1C(=C(OCC2=CC=C(C=C2)S(=O)(=O)N)C(=CC1)C=1C=C2CNC(C2=CC1)=O)OC)F (4-[3-Difluoromethoxy-2-methoxy-6-(1-oxo-2,3-dihydro-1H-isoindol-5-yl)-phenoxymethyl]-benzenesulfonamide). Yield: 17.9%. As a reaction SMILES: Br[C:2]1[C:7]([O:8][CH2:9][C:10]2[CH:15]=[CH:14][C:13]([S:16]([NH2:19])(=[O:18])=[O:17])=[CH:12][CH:11]=2)=[C:6]([O:20][CH3:21])[C:5]([O:22][CH:23]([F:25])[F:24])=[CH:4][CH:3]=1.C(=O)([O-])[O-].[Cs+].[Cs+].CC1(C)C(C)(C)OB([C:40]2[CH:41]=[C:42]3[C:46](=[CH:47][CH:48]=2)[C:45](=[O:49])[NH:44][CH2:43]3)O1>CN(C)C=O.[Pd].C1(P(C2C=CC=CC=2)C2C=CC=CC=2)C=CC=CC=1.C1(P(C2C=CC=CC=2)C2C=CC=CC=2)C=CC=CC=1.C1(P(C2C=CC=CC=2)C2C=CC=CC=2)C=CC=CC=1.C1(P(C2C=CC=CC=2)C2C=CC=CC=2)C=CC=CC=1>[F:24][CH:23]([F:25])[O:22][C:5]1[C:6]([O:20][CH3:21])=[C:7]([C:2]([C:40]2[CH:41]=[C:42]3[C:46](=[CH:47][CH:48]=2)[C:45](=[O:49])[NH:44][CH2:43]3)=[CH:3][CH:4]=1)[O:8][CH2:9][C:10]1[CH:15]=[CH:14][C:13]([S:16]([NH2:19])(=[O:18])=[O:17])=[CH:12][CH:11]=1 |f:1.2.3,6.7.8.9.10|. Reported procedure: To a stirring solution of 4-((6-bromo-3-(difluoromethoxy)-2-methoxyphenoxy)methyl)benzenesulfonamide (200 mg, 0.456 mmol) in dimethylformamide (10 mL) was purged with argon for 1 h. To this cesium carbonate (444 mg, 1.368 mmol), tetrakis(triphenylphosphine) palladium(0) (26 mg, 0.022 mmol) and 5-(4,4,5,5-tetramethyl-1,3,2-dioxaborolan-2-yl)isoindolin-1-one (141 mg, 0.547 mmol) were added and the resultant reaction mixture was heated to 80-90° C. for 3 h. The reaction mixture was cooled to RT, fi...